describe an organic reaction: reactants, conditions, products, and yield From a dataset of the Open Reaction Database (ORD), a public repository of structured organic reaction records. The reactants are C(CC)SC=1C(=C(SC1)C(=O)OC)S(=O)(=O)NC(C)(C)C (4-propylthio-3-(N-(1,1-dimethylethyl)aminosulfonyl)-2-thiophenecarboxylic acid, methyl ester), ClC=1C=C(C(=O)OO)C=CC1 (m-chloroperoxybenzoic acid). Run in C(Cl)Cl (methylene chloride), C(Cl)Cl (methylene chloride). Conditions: temperature -80 celsius, time 20 minute. The product is C(CC)S(=O)C=1C(=C(SC1)C(=O)OC)S(=O)(=O)NC(C)(C)C (4-Propylsulfinyl-3-(N-(1,1-dimethylethyl)aminosulfonyl)-2-thiophenecarboxylic acid, methyl ester). RXN SMILES: [CH2:1]([S:4][C:5]1[C:6]([S:14]([NH:17][C:18]([CH3:21])([CH3:20])[CH3:19])(=[O:16])=[O:15])=[C:7]([C:10]([O:12][CH3:13])=[O:11])[S:8][CH:9]=1)[CH2:2][CH3:3].ClC1C=C(C=CC=1)C(OO)=[O:27]>C(Cl)Cl>[CH2:1]([S:4]([C:5]1[C:6]([S:14]([NH:17][C:18]([CH3:20])([CH3:19])[CH3:21])(=[O:16])=[O:15])=[C:7]([C:10]([O:12][CH3:13])=[O:11])[S:8][CH:9]=1)=[O:27])[CH2:2][CH3:3]. Procedure: A solution of 2.32 g 4-propylthio-3-(N-(1,1-dimethylethyl)aminosulfonyl)-2-thiophenecarboxylic acid, methyl ester in 75 mL methylene chloride was cooled to -80° C. and 1.39 g of 80-85% m-chloroperoxybenzoic acid was added in one portion. After stirring at -80° C. for 20 minutes and warming to 20° C. the solution was diluted with more methylene chloride and washed with aqueous sodium bicarbonate, sodium bisulfite, sodium bicarbonate and water, dried and concentrated to 2.2 g of colorless oil in s... Reactants: O (water), COC1=C(C(=O)O)C=CC(=C1)SC (2-methoxy-4-methylmercapto-benzoic acid), NC=1NC(NC(C1N)=O)=O (4,5-diamino-pyrimidin-2,6-dione), N,N'-carbonyl-diimidazole. Run in CN(C=O)C (dimethylformamide). Conditions: time 30 minute. Product: NC=1NC(NC(C1NC(C1=C(C=C(C=C1)SC)OC)=O)=O)=O (4-Amino-5-(2-methoxy-4-methylmercapto-benzoylamino)-pyrimidin-2,6-dione). As a reaction SMILES: [CH3:1][O:2][C:3]1[CH:11]=[C:10]([S:12][CH3:13])[CH:9]=[CH:8][C:4]=1[C:5]([OH:7])=O.[NH2:14][C:15]1[NH:16][C:17](=[O:23])[NH:18][C:19](=[O:22])[C:20]=1[NH2:21].O>CN(C)C=O>[NH2:14][C:15]1[NH:16][C:17](=[O:23])[NH:18][C:19](=[O:22])[C:20]=1[NH:21][C:5](=[O:7])[C:4]1[CH:8]=[CH:9][C:10]([S:12][CH3:13])=[CH:11][C:3]=1[O:2][CH3:1]. Procedure: Twenty grams of 2-methoxy-4-methylmercapto-benzoic acid is dissolved in 260 ml of dimethylformamide, mixed with 13 gm of N,N'-carbonyl-diimidazole, and stirred for 30 minutes at ambient temperature. Then, 13 gm of 4,5-diamino-pyrimidin-2,6-dione are added, and the reaction mixture is refluxed for three hours with stirring. After cooling, it is poured into 1 liter of water. The product precipitated is suction filtered, washed with water, and dried at 70° C. in a circulating air drier. The reactants are [OH-].[Na+] (NaOH), C1=CC=C(C=C1)CCBr (2-phenethyl bromide), NC=1C2=CC=CC=C2N=C2CCCC(C12)=O (9-amino-3,4-dihydroacridin-1(2H)-one), C1=CC=C(C=C1)CCBr (2-phenethyl bromide). The reagents and catalysts are S(=O)(=O)(O)[O-].C(CCC)[N+](CCCC)(CCCC)CCCC (tetrabutylammonium hydrogensulfate). Solvent: ClCCl (dichloromethane). The product is C(CC1=CC=CC=C1)NC=1C2=CC=CC=C2N=C2CCCC(C12)=O (3,4-Dihydro-9-(phenethylamino)acridin-1(2H)-one). The yield is 17.0%. RXN SMILES: [OH-].[Na+].[NH2:3][C:4]1[C:5]2[C:10]([N:11]=[C:12]3[C:17]=1[C:16](=[O:18])[CH2:15][CH2:14][CH2:13]3)=[CH:9][CH:8]=[CH:7][CH:6]=2.[CH:19]1[CH:24]=[CH:23][C:22]([CH2:25][CH2:26]Br)=[CH:21][CH:20]=1>S([O-])(O)(=O)=O.C([N+](CCCC)(CCCC)CCCC)CCC.ClCCl>[CH2:26]([NH:3][C:4]1[C:5]2[C:10]([N:11]=[C:12]3[C:17]=1[C:16](=[O:18])[CH2:15][CH2:14][CH2:13]3)=[CH:9][CH:8]=[CH:7][CH:6]=2)[CH2:25][C:22]1[CH:23]=[CH:24][CH:19]=[CH:20][CH:21]=1 |f:0.1,4.5|. Procedure: In a mixture consisting of 300 ml of dichloromethane and 200 ml of 50% NaOH were combined 10.00 g of 9-amino-3,4-dihydroacridin-1(2H)-one, 28 ml (6 eq) of 2-phenethyl bromide, and 3 g (0.2 eq) of tetrabutylammonium hydrogensulfate catalyst. The mixture was mechanically stirred for 4 days, during which 28 ml of 2-phenethyl bromide was added at intervals of 12 hours. After 4 days the layers were separated and the dichloromethane layer was evaporated to an oil, which was extracted into 3N HCl and w...